This data is from the Open Reaction Database (ORD), a public repository of structured organic reaction records. The task is: describe an organic reaction: reactants, conditions, products, and yield Reactants: CCCCCCCCCC(=O)Cl, Cl, Nc1ccc2c(ccn2-c2ccc(NC(=O)N(O)c3ccc(Cl)c(C(F)(F)F)c3)cc2)c1. Product: CCCCCCCCCC(=O)Nc1ccc2c(ccn2-c2ccc(NC(=O)N(O)c3ccc(Cl)c(C(F)(F)F)c3)cc2)c1. Reaction SMILES: [C:34]([CH2:35][CH2:36][CH2:37][CH2:38][CH2:39][CH2:40][CH2:41][CH2:42][CH3:43])(=[O:44])[Cl:45].[ClH:1].[NH2:2][c:3]1[cH:4][c:5]2[cH:6][cH:7][n:8](-[c:12]3[cH:13][cH:14][c:15]([NH:18][C:19](=[O:20])[N:21]([OH:22])[c:23]4[cH:24][c:25]([C:30]([F:31])([F:32])[F:33])[c:26]([Cl:29])[cH:27][cH:28]4)[cH:16][cH:17]3)[c:9]2[cH:10][cH:11]1>>[NH:2]([c:3]1[cH:4][c:5]2[cH:6][cH:7][n:8](-[c:12]3[cH:13][cH:14][c:15]([NH:18][C:19](=[O:20])[N:21]([OH:22])[c:23]4[cH:24][c:25]([C:30]([F:31])([F:32])[F:33])[c:26]([Cl:29])[cH:27][cH:28]4)[cH:16][cH:17]3)[c:9]2[cH:10][cH:11]1)[C:34]([CH2:35][CH2:36][CH2:37][CH2:38][CH2:39][CH2:40][CH2:41][CH2:42][CH3:43])=[O:44]. The reactants are CN(C)C1CCc2[nH]c3ccc(Br)cc3c2C1, CC(C)[Si](OS(=O)(=O)C(F)(F)F)(C(C)C)C(C)C, ClCCl, Cl, [KH], [Na+], C1CCOC1, [OH-]. The product is CC(C)[Si](C(C)C)(C(C)C)n1c2c(c3cc(Br)ccc31)CC(N(C)C)CC2. As a reaction SMILES: [Br:2][c:3]1[cH:4][c:5]2[c:6]3[c:11]([nH:12][c:13]2[cH:14][cH:15]1)[CH2:10][CH2:9][CH:8]([N:16]([CH3:17])[CH3:18])[CH2:7]3.[CH:22]([CH3:23])([CH3:24])[Si:25]([CH:26]([CH3:27])[CH3:28])([CH:29]([CH3:30])[CH3:31])[O:32][S:33]([C:34]([F:35])([F:36])[F:37])(=[O:38])=[O:39].[Cl:45][CH2:46][Cl:47].[ClH:1].[KH:21].[Na+:20].[O:40]1[CH2:41][CH2:42][CH2:43][CH2:44]1.[OH-:19]>>[Br:2][c:3]1[cH:4][c:5]2[c:6]3[c:11]([n:12]([Si:25]([CH:22]([CH3:23])[CH3:24])([CH:26]([CH3:27])[CH3:28])[CH:29]([CH3:30])[CH3:31])[c:13]2[cH:14][cH:15]1)[CH2:10][CH2:9][CH:8]([N:16]([CH3:17])[CH3:18])[CH2:7]3.